From a dataset of the Open Reaction Database (ORD), a public repository of structured organic reaction records. describe an organic reaction: reactants, conditions, products, and yield Starting materials: BrCC1=CC=C(C=C1)CC(=O)OC (methyl (4-bromomethyl-phenyl)acetate), N1CCCCC1 (piperidine), CO (methanol). Run at time 3 hour. Yields the product N1(CCCCC1)C1=CC(=C(C=C1)CC(=O)OC)C (methyl (4-piperidin-1-yl-methyl-phenyl)acetate). Yield: 98.0%. Reaction SMILES: BrC[C:3]1[CH:8]=[CH:7][C:6]([CH2:9][C:10]([O:12][CH3:13])=[O:11])=[CH:5][CH:4]=1.[NH:14]1[CH2:19][CH2:18][CH2:17][CH2:16][CH2:15]1.[CH3:20]O>>[N:14]1([C:3]2[CH:4]=[CH:5][C:6]([CH2:9][C:10]([O:12][CH3:13])=[O:11])=[C:7]([CH3:20])[CH:8]=2)[CH2:19][CH2:18][CH2:17][CH2:16][CH2:15]1. Reported procedure: To a solution of methyl (4-bromomethyl-phenyl)acetate (6.00 g, 24.7 mmol) in methanol (60 ml) was added piperidine (6.30 g, 74.0 mmol) at 0° C. The mixture was stirred at room temperature for 3 hours. The solvent was then evaporated under reduced pressure. The residue was poured into water, and extracted with ethyl acetate. The organic layer was washed with water, dried over sodium sulfate, and concentrated in vacuo to afford methyl (4-piperidin-1-yl-methyl-phenyl)acetate as a pale red oil (5.98... Reactants: OCCBr, O=C([O-])[O-], COc1cc2c(Oc3cc(C)c(C)nc3-c3cccnc3)ccnc2cc1O, CN(C)C=O, [K+], [K+]. Product: COc1cc2c(Oc3cc(C)c(C)nc3-c3cccnc3)ccnc2cc1OCCO. RXN SMILES: [Br:35][CH2:36][CH2:37][OH:38].[C:29](=[O:30])([O-:31])[O-:32].[CH3:1][c:2]1[cH:3][c:4]([O:15][c:16]2[cH:17][cH:18][n:19][c:20]3[cH:21][c:22]([OH:28])[c:23]([O:26][CH3:27])[cH:24][c:25]23)[c:5](-[c:9]2[cH:10][n:11][cH:12][cH:13][cH:14]2)[n:6][c:7]1[CH3:8].[CH3:39][N:40]([CH3:41])[CH:42]=[O:43].[K+:33].[K+:34]>>[CH3:1][c:2]1[cH:3][c:4]([O:15][c:16]2[cH:17][cH:18][n:19][c:20]3[cH:21][c:22]([O:28][CH2:36][CH2:37][OH:38])[c:23]([O:26][CH3:27])[cH:24][c:25]23)[c:5](-[c:9]2[cH:10][n:11][cH:12][cH:13][cH:14]2)[n:6][c:7]1[CH3:8]. Starting materials: [Al+3], [Cl-], [Cl-], [Cl-], O=C(Cl)C(=O)Cl, ClCCl, CCCC(CC(=O)O)Cc1ccc(F)c(OC)c1. Yields the product CCCC1CC(=O)c2cc(F)c(OC)cc2C1. Reaction SMILES: [Al+3:26].[Cl-:25].[Cl-:27].[Cl-:28].[Cl:19][C:20]([C:21]([Cl:22])=[O:23])=[O:24].[Cl:29][CH2:30][Cl:31].[F:1][c:2]1[c:3]([O:17][CH3:18])[cH:4][c:5]([CH2:8][CH:9]([CH2:10][C:11](=[O:12])[OH:13])[CH2:14][CH2:15][CH3:16])[cH:6][cH:7]1>>[F:1][c:2]1[c:3]([O:17][CH3:18])[cH:4][c:5]2[c:6]([cH:7]1)[C:11](=[O:13])[CH2:10][CH:9]([CH2:14][CH2:15][CH3:16])[CH2:8]2. Starting materials: CC(C)CC(NC(=O)OCc1ccccc1)C(=O)NC(CO)C(O)C(O)C(O)C(=O)NC(CC(=O)OC(c1ccccc1)c1ccccc1)c1ccccc1, O=C(O)C(F)(F)F. The product is CC(C)CC(NC(=O)OCc1ccccc1)C(=O)NC(CO)C(O)C(O)C(O)C(=O)NC(CC(=O)O)c1ccccc1. As a reaction SMILES: [CH2:1]([c:2]1[cH:3][cH:4][cH:5][cH:6][cH:7]1)[O:8][C:9](=[O:10])[NH:11][CH:12]([CH2:13][CH:14]([CH3:15])[CH3:16])[C:17](=[O:18])[NH:19][CH:20]([CH:21]([CH:22]([CH:23]([C:24](=[O:25])[NH:26][CH:27]([CH2:28][C:29](=[O:30])[O:31][CH:32]([c:33]1[cH:34][cH:35][cH:36][cH:37][cH:38]1)[c:39]1[cH:40][cH:41][cH:42][cH:43][cH:44]1)[c:45]1[cH:46][cH:47][cH:48][cH:49][cH:50]1)[OH:51])[OH:52])[OH:53])[CH2:54][OH:55].[OH:56][C:57]([C:58]([F:59])([F:60])[F:61])=[O:62]>>[CH2:1]([c:2]1[cH:3][cH:4][cH:5][cH:6][cH:7]1)[O:8][C:9](=[O:10])[NH:11][CH:12]([CH2:13][CH:14]([CH3:15])[CH3:16])[C:17](=[O:18])[NH:19][CH:20]([CH:21]([CH:22]([CH:23]([C:24](=[O:25])[NH:26][CH:27]([CH2:28][C:29](=[O:30])[OH:31])[c:45]1[cH:46][cH:47][cH:48][cH:49][cH:50]1)[OH:51])[OH:52])[OH:53])[CH2:54][OH:55]. Starting materials: N#Cc1cc(Br)cc(Br)c1, Nc1cccnc1, N#Cc1cc(Nc2cccnc2)cc(-c2cccc3[nH]ccc23)c1. Yields the product N#Cc1cc(Br)cc(Nc2cccnc2)c1. Reaction SMILES: [Br:1][c:2]1[cH:3][c:4]([C:5]#[N:6])[cH:7][c:8]([Br:10])[cH:9]1.[n:11]1[cH:12][c:13]([NH2:17])[cH:14][cH:15][cH:16]1.[nH:18]1[c:19]2[c:20]([c:21](-[c:22]3[cH:23][c:24]([C:35]#[N:36])[cH:25][c:26]([NH:27][c:28]4[cH:29][n:30][cH:31][cH:32][cH:33]4)[cH:34]3)[cH:37][cH:38][cH:39]2)[cH:40][cH:41]1>>[c:2]1([NH:17][c:13]2[cH:12][n:11][cH:16][cH:15][cH:14]2)[cH:3][c:4]([C:5]#[N:6])[cH:7][c:8]([Br:10])[cH:9]1.